From a dataset of the Open Reaction Database (ORD), a public repository of structured organic reaction records. describe an organic reaction: reactants, conditions, products, and yield Starting materials: C([O-])([O-])=O.[K+].[K+] (potassium carbonate), BrCC=1C=C(C(=O)OC)C=CC1 (methyl 3-bromomethyl-benzoate), IC1=CC=C(C=C1)O (4-iodophenol). The solvent is CC(=O)C (acetone). The product is COC(C1=CC(=CC=C1)COC1=CC=C(C=C1)I)=O (3-(4-iodo-phenoxymethyl)-benzoic acid methyl ester). Isolated yield 90.4%. As a reaction SMILES: C(=O)([O-])[O-].[K+].[K+].Br[CH2:8][C:9]1[CH:10]=[C:11]([CH:16]=[CH:17][CH:18]=1)[C:12]([O:14][CH3:15])=[O:13].[I:19][C:20]1[CH:25]=[CH:24][C:23]([OH:26])=[CH:22][CH:21]=1>CC(C)=O>[CH3:15][O:14][C:12](=[O:13])[C:11]1[CH:16]=[CH:17][CH:18]=[C:9]([CH2:8][O:26][C:23]2[CH:24]=[CH:25][C:20]([I:19])=[CH:21][CH:22]=2)[CH:10]=1 |f:0.1.2|. Procedure details: Freshly ground potassium carbonate (8.3 g, 60 mmol) was added to a solution of methyl 3-bromomethyl-benzoate (12.83 g, 56 mmol; available from Lancaster Synthesis Ltd., Lancashire, UK) and 4-iodophenol (13.2 g, 60 mmol; available from Aldrich Chemical Company, Inc., Milwaukee, Wis.) in acetone (600 mL). The reaction mixture was heated at reflux overnight and then it was filtered and water was added. The resulting white solid was filtered off and dried in a vacuum oven overnight to give 3-(4-iodo... The reactants are COC(CN)OC (2-aminoacetaldehyde dimethylacetal), O.C1(=CC=C(C=C1)S(=O)(=O)O)C (p-toluenesulfonic acid monohydrate), FC1=CC=C(C=O)C=C1 (4-fluorobenzaldehyde). The solvent is C1(=CC=CC=C1)C (toluene). Conditions: time 8 hour. Yields the product COC(CNCC1=CC=C(C=C1)F)OC ((2,2-Dimethoxy-ethyl)-(4-fluoro-benzyl)-amine). Yield: 93.9%. As a reaction SMILES: [F:1][C:2]1[CH:9]=[CH:8][C:5]([CH:6]=O)=[CH:4][CH:3]=1.[CH3:10][O:11][CH:12]([O:15][CH3:16])[CH2:13][NH2:14].O.C1(C)C=CC(S(O)(=O)=O)=CC=1>C1(C)C=CC=CC=1>[CH3:10][O:11][CH:12]([O:15][CH3:16])[CH2:13][NH:14][CH2:6][C:5]1[CH:8]=[CH:9][C:2]([F:1])=[CH:3][CH:4]=1 |f:2.3|. Reported procedure: 12.4 g of 4-fluorobenzaldehyde were dissolved in 100 mL of toluene and reacted with 10.5 g of 2-aminoacetaldehyde dimethylacetal and 1.90 g of p-toluenesulfonic acid monohydrate for two hours at a Dean Stark apparatus. The solution was allowed to cool down, extracted with saturated sodium bicarbonate solution, water and brine, dried over magnesium sulfate and evaporated to dryness. The crude product was dissolved in 100 mL of ethanol. 1.89 g of sodium borohydride were added portionwise. Stirring...